Dataset: the Open Reaction Database (ORD), a public repository of structured organic reaction records. Task: describe an organic reaction: reactants, conditions, products, and yield Reactants: FC1=CC=C(C(=C1C(=O)O)N1N=CC=N1)C (6-fluoro-3-methyl-2-(2H-1,2,3-triazol-2-yl)benzoic acid), FC=1C(=C(C(=O)O)C=C(C1)C)I (3-fluoro-2-iodo-5-methylbenzoic acid). The product is FC=1C(=C(C(=O)O)C=C(C1)C)N1N=CC=N1 (3-Fluoro-5-methyl-2-(2H-1,2,3-triazol-2-yl)benzoic acid). Reaction SMILES: FC1C(C(O)=O)=C([N:11]2[N:15]=[CH:14][CH:13]=[N:12]2)C(C)=CC=1.[F:17][C:18]1[C:19](I)=[C:20]([CH:24]=[C:25]([CH3:27])[CH:26]=1)[C:21]([OH:23])=[O:22]>>[F:17][C:18]1[C:19]([N:11]2[N:15]=[CH:14][CH:13]=[N:12]2)=[C:20]([CH:24]=[C:25]([CH3:27])[CH:26]=1)[C:21]([OH:23])=[O:22]. Procedure: The title compound was prepared following the same general protocol as described for 6-fluoro-3-methyl-2-(2H-1,2,3-triazol-2-yl)benzoic acid in Example A352 using 3-fluoro-2-iodo-5-methylbenzoic acid. MS (ESI) 222 (M+H).